Dataset: the Open Reaction Database (ORD), a public repository of structured organic reaction records. Task: describe an organic reaction: reactants, conditions, products, and yield Starting materials: c1ccc(Cc2ccc(N(c3ccccc3)c3ccccc3)cc2)cc1, [Li]CCCC, CCCCCC, C[Si](C)(C)Cl, C1CCOC1. Yields the product C[Si](C)(C)C(c1ccccc1)c1ccc(N(c2ccccc2)c2ccccc2)cc1. As a reaction SMILES: [CH2:1]([c:2]1[cH:3][cH:4][cH:5][cH:6][cH:7]1)[c:8]1[cH:9][cH:10][c:11]([N:12]([c:13]2[cH:14][cH:15][cH:16][cH:17][cH:18]2)[c:19]2[cH:20][cH:21][cH:22][cH:23][cH:24]2)[cH:25][cH:26]1.[CH2:27]([Li:28])[CH2:29][CH2:30][CH3:31].[CH3:37][CH2:38][CH2:39][CH2:40][CH2:41][CH3:42].[Cl:32][Si:33]([CH3:34])([CH3:35])[CH3:36].[O:43]1[CH2:44][CH2:45][CH2:46][CH2:47]1>>[CH:1]([c:2]1[cH:3][cH:4][cH:5][cH:6][cH:7]1)([c:8]1[cH:9][cH:10][c:11]([N:12]([c:13]2[cH:14][cH:15][cH:16][cH:17][cH:18]2)[c:19]2[cH:20][cH:21][cH:22][cH:23][cH:24]2)[cH:25][cH:26]1)[Si:33]([CH3:34])([CH3:35])[CH3:36]. Reaction SMILES: [C:1]1([CH2:7][O:8][C:9]([NH:11][C@H](C(O)=O)CC(C)C)=[O:10])[CH:6]=[CH:5][CH:4]=[CH:3][CH:2]=1.C[N:21]1[CH2:26][CH2:25][O:24]CC1.[CH2:27](OC(Cl)=O)[CH:28]([CH3:30])[CH3:29].N.CO>C(Cl)Cl>[C:1]1([CH2:7][O:8][C:9]([NH:11][C:25](=[O:24])[C@H:26]([CH2:27][CH:28]([CH3:30])[CH3:29])[NH2:21])=[O:10])[CH:6]=[CH:5][CH:4]=[CH:3][CH:2]=1 |f:3.4|. Run in C(Cl)Cl (methylene chloride). Procedure details: To a solution of N-[(phenylmethoxy)carbonyl]-L-leucine (3 g., 11.3 mmol.) in 60 mL of methylene chloride at -20° under argon was added N-methylmorpholine (1.24 mL, 11.3 mmol.) followed by isobutylchloroformate (1.47 mL, 11.3 mmol.). The resulting suspension was stirred at -20° C. for 15 minutes at which time a solution of ammonia/methanol (about 5.6M, 20 mL, 113 mmol.) was added. After 30 minutes at -20° C., the reaction was quenched with water and warmed to room temperature. The layers were sep... Run at time 30 minute. The reactants are C1(=CC=CC=C1)COC(=O)N[C@@H](CC(C)C)C(=O)O (N-[(phenylmethoxy)carbonyl]-L-leucine), CN1CCOCC1 (N-methylmorpholine), N.CO (ammonia methanol), C(C(C)C)OC(=O)Cl (isobutylchloroformate). Product: C1(=CC=CC=C1)COC(=O)NC([C@@H](N)CC(C)C)=O (N-[(Phenylmethoxy)carbonyl]-L-leucinamide). Reactants: [N+](=O)([O-])C=1C=C(C=CC1)S(=O)(=O)NC(C)=O (3-Nitro-N-(acetyl)benzenesulfonamide). Reagents/catalysts: [Pd] (palladium/carbon). Run in C(C)O (ethanol). Run at time 15 minute. Product: NC=1C=C(C=CC1)S(=O)(=O)NC(C)=O (3-Amino-N-(acetyl)benzenesulfonamide). Reaction SMILES: [N+:1]([C:4]1[CH:5]=[C:6]([S:10]([NH:13][C:14](=[O:16])[CH3:15])(=[O:12])=[O:11])[CH:7]=[CH:8][CH:9]=1)([O-])=O>C(O)C.[Pd]>[NH2:1][C:4]1[CH:5]=[C:6]([S:10]([NH:13][C:14](=[O:16])[CH3:15])(=[O:12])=[O:11])[CH:7]=[CH:8][CH:9]=1. Reported procedure: 3-Nitro-N-(acetyl)benzenesulfonamide (452 mg) was dissolved in 40 ml of ethanol, treated with 10% palladium/carbon catalyst, and hydrogenated on a Parr apparatus at 30 psi for 15 minutes. The reaction mixture was filtered through Celite and concentrated to give 564 mg of a waxy solid. The title compound was obtained analytically pure after column chromatography on silica gel (chloroform-methanol, 9:1 v/v). The reactants are Cl.NC1(CC1)C(=O)OCC (Ethyl 1-aminocyclopropanecarboxylate hydrochloride), BrCC1=C(C=CC2=CC=CC=C12)CBr (1,2-bis(bromomethyl)naphthalene), C([O-])([O-])=O.[K+].[K+] (potassium carbonate). Run in C(Cl)(Cl)Cl (chloroform), C(Cl)(Cl)Cl (chloroform). The product is Cl.OCC1(CC1)N1CC=2C=CC3=C(C2C1)C=CC=C3 (2-(1'-Hydroxymethylcyclopropyl)benz[e]isoindoline hydrochloride). Isolated yield 22.1%. RXN SMILES: [ClH:1].[NH2:2][C:3]1([C:6]([O:8]CC)=O)[CH2:5][CH2:4]1.Br[CH2:12][C:13]1[C:22]2[C:17](=[CH:18][CH:19]=[CH:20][CH:21]=2)[CH:16]=[CH:15][C:14]=1[CH2:23]Br.C(=O)([O-])[O-].[K+].[K+]>C(Cl)(Cl)Cl>[ClH:1].[OH:8][CH2:6][C:3]1([N:2]2[CH2:12][C:13]3[C:22]4[CH:21]=[CH:20][CH:19]=[CH:18][C:17]=4[CH:16]=[CH:15][C:14]=3[CH2:23]2)[CH2:4][CH2:5]1 |f:0.1,3.4.5,7.8|. Procedure details: Ethyl 1-aminocyclopropanecarboxylate hydrochloride (16 g) in chloroform (50 ml) was added to 1,2-bis(bromomethyl)naphthalene (40 g) and potassium carbonate (40 g) in chloroform (200 ml) kept at 60°. The reaction mixture was refluxed for a further 6 hr and then filtered; the filtrate was evaporated to dryness and the residue [i.e. crude 2-(1'-carbethoxycyclopropyl)benz[e]isoindoline] was dissolved in THF (150 ml) and added to lithium aluminium hydride (10 g) in THF (100 ml) over 0.5 h. Water was ... Starting materials: N(=O)[O-].[Na+] (sodium nitrite), NC1=NC(=C(C(=N1)NCC1=CC=CC(=N1)N1C(CCC1)=O)N)Cl (1-{6-[(2,5-diamino-6-chloro-pyrimidin-4-ylamino)methyl]pyridin-2-yl}pyrrolidin-2-one). The solvent is O (water), C(C)(=O)O (acetic acid), CCO (EtOH). Run at time 2 hour. Yields the product NC=1N=C(C2=C(N1)N(N=N2)CC2=CC=CC(=N2)N2C(CCC2)=O)Cl (1-[6-(5-Amino-7-chloro[1,2,3]triazolo[4,5-d]pyrimidin-3-ylmethyl)-pyridin-2-yl]-pyrrolidin-2-one). The yield is 77.0%. RXN SMILES: [NH2:1][C:2]1[N:7]=[C:6]([NH:8][CH2:9][C:10]2[N:15]=[C:14]([N:16]3[CH2:20][CH2:19][CH2:18][C:17]3=[O:21])[CH:13]=[CH:12][CH:11]=2)[C:5]([NH2:22])=[C:4]([Cl:23])[N:3]=1.[N:24]([O-])=O.[Na+]>C(O)(=O)C.CCO.O>[NH2:1][C:2]1[N:3]=[C:4]([Cl:23])[C:5]2[N:22]=[N:24][N:8]([CH2:9][C:10]3[N:15]=[C:14]([N:16]4[CH2:20][CH2:19][CH2:18][C:17]4=[O:21])[CH:13]=[CH:12][CH:11]=3)[C:6]=2[N:7]=1 |f:1.2|. Reported procedure: A suspension of 1-{6-[(2,5-diamino-6-chloro-pyrimidin-4-ylamino)methyl]pyridin-2-yl}pyrrolidin-2-one (2.10 g, 6.29 mmol) in glacial acetic acid (6 mL) and EtOH (24 mL) at 0° C. was treated with a solution of sodium nitrite (0.564 g, 8.17 mmol) in water (1.5 mL), stirred for 2 h, warmed to room temperature and the resulting precipitate filtered and dried to give the title compound (1.67 g, 77%) as an off-white solid; LC-MS retention time 1.99 min, (M+H)+ 345. Starting materials: ClC1=NC(=CN=C1)OC1=CC=C(C=C1)NC(C)=O (2-chloro-6-(4-acetamidophenyl-oxy)-pyrazine), COC=1C=C(N)C=C(C1OC)OC (3,4,5-trimethoxyaniline). Solvent: CCOC(=O)C (AcOEt). Product: COC=1C=C(C=C(C1OC)OC)NC1=NC(=CN=C1)OC1=CC=C(C=C1)NC(C)=O (2-(3,4,5-Trimethoxyphenylamino)-6-(4-acetamidophenyl-oxy)-pyrazine). The yield is 37.0%. RXN SMILES: Cl[C:2]1[CH:7]=[N:6][CH:5]=[C:4]([O:8][C:9]2[CH:14]=[CH:13][C:12]([NH:15][C:16](=[O:18])[CH3:17])=[CH:11][CH:10]=2)[N:3]=1.[CH3:19][O:20][C:21]1[CH:22]=[C:23]([CH:25]=[C:26]([O:30][CH3:31])[C:27]=1[O:28][CH3:29])[NH2:24]>CCOC(C)=O>[CH3:31][O:30][C:26]1[CH:25]=[C:23]([NH:24][C:2]2[CH:7]=[N:6][CH:5]=[C:4]([O:8][C:9]3[CH:14]=[CH:13][C:12]([NH:15][C:16](=[O:18])[CH3:17])=[CH:11][CH:10]=3)[N:3]=2)[CH:22]=[C:21]([O:20][CH3:19])[C:27]=1[O:28][CH3:29]. Procedure: Using Method EE with 2-chloro-6-(4-acetamidophenyl-oxy)-pyrazine (150 mg, 0.57 mmol) and 3,4,5-trimethoxyaniline (125 mg, 0.68 mmol), and crystallisation (AcOEt), the title compound was obtained (87 mg). Yield: 37%. 1H NMR (250 MHz, DMSO-d6) δ 2.07 (s, 3H, CH3—NH), 3.43 (s, 6H, [CH3O]3+5), 3.55 (s, 3H, [CH3O]4), 6.77 (s, 2H, Harom2′+6′), 7.13 (d, 2H, Harom 3+5, J=8.9 Hz), 7.60 (d, 2H, Harom 2+6, J=8.9 Hz), 7.73 (s, 1H, HPz 5), 7.93 (s, 1H, HPz 3), 9.51 (s, 1H, NH), 9.98 (s, 1H, NH). m/z: 411.2 [... Reactants: C(Cl)(Cl)Cl (chloroform), C1(=CC=C(C=C1)S(=O)(=O)OCCCC1=CC=C(C=C1)[N+](=O)[O-])C (3-(4-nitrophenyl)propyl p-toluenesulfonate), C(C)(C)N (isopropylamine), O (water), C(Cl)(Cl)Cl (chloroform). Run in O1CCOCC1 (dioxane). Product: CC(C)NCCCC1=CC=C(C=C1)[N+](=O)[O-] (N-(1-methylethyl)-3-(4-nitrophenyl)propylamine). Reaction SMILES: C1(C)C=CC(S(O[CH2:11][CH2:12][CH2:13][C:14]2[CH:19]=[CH:18][C:17]([N+:20]([O-:22])=[O:21])=[CH:16][CH:15]=2)(=O)=O)=CC=1.[CH:24]([NH2:27])([CH3:26])[CH3:25].O.C(Cl)(Cl)Cl>O1CCOCC1>[CH3:25][CH:24]([NH:27][CH2:11][CH2:12][CH2:13][C:14]1[CH:15]=[CH:16][C:17]([N+:20]([O-:22])=[O:21])=[CH:18][CH:19]=1)[CH3:26]. Procedure: 3-(4-nitrophenyl)propyl p-toluenesulfonate (1 g) and 5 ml of isopropylamine were dissolved in 15 ml of dioxane, and the solution was stirred under heating with reflux for 4 hours. To the solution were added 100 ml of water and 100 ml of chloroform, and the mixture was thoroughly mixed for extraction. The chloroform-layer fraction was taken, washed with water and dried over sodium sulfate anhydrous. The solvent was removed in vacuo, and thus 0.61 g of an oil of N-(1-methylethyl)-3-(4-nitrophenyl)... Starting materials: CCN(CC)C(=O)COc1ccc(C(C)=O)cc1, CC(=O)O, NCCN. The product is CCN(CC)C(=O)COc1ccc(C(C)NCCN)cc1. RXN SMILES: [C:1]([CH3:2])(=[O:3])[c:4]1[cH:5][cH:6][c:7]([O:8][CH2:9][C:10](=[O:11])[N:12]([CH2:13][CH3:14])[CH2:15][CH3:16])[cH:17][cH:18]1.[CH3:23][C:24](=[O:25])[OH:26].[NH2:19][CH2:20][CH2:21][NH2:22]>>[CH:1]([CH3:2])([c:4]1[cH:5][cH:6][c:7]([O:8][CH2:9][C:10](=[O:11])[N:12]([CH2:13][CH3:14])[CH2:15][CH3:16])[cH:17][cH:18]1)[NH:22][CH2:21][CH2:20][NH2:19]. Reaction SMILES: [Cl:1][C:2]1[CH:7]=[CH:6][C:5]([C:8](=[O:14])[CH2:9][CH2:10][C:11]([OH:13])=[O:12])=[CH:4][CH:3]=1.[N+:15]([O-])([OH:17])=[O:16]>>[Cl:1][C:2]1[CH:3]=[CH:4][C:5]([C:8](=[O:14])[CH2:9][CH2:10][C:11]([OH:13])=[O:12])=[CH:6][C:7]=1[N+:15]([O-:17])=[O:16]. Conditions: time 1 hour. Procedure details: While cooling externally with a mixture of ice and common salt, 21.3 g (0.1 mol) of 4-(4-chlorophenyl)-4-oxobutanoic acid were added batchwise to 100 ml of fuming nitric acid in such a way that the temperature of the mixture did not exceed 0° C. The mixture was stirred for another 1 hour at an internal temperature of between −5 and 0° C., then stirred into 1 l of ice water, after ½ hour the precipitate was collected on a filter, thoroughly washed with water until free from acid, and the crystall... Yields the product ClC1=C(C=C(C=C1)C(CCC(=O)O)=O)[N+](=O)[O-] (4-(4-chloro-3-nitrophenyl)-4-oxobutanoic acid). Starting materials: ClC1=CC=C(C=C1)C(CCC(=O)O)=O (4-(4-chlorophenyl)-4-oxobutanoic acid), ice water, [N+](=O)(O)[O-] (nitric acid).